Dataset: the Open Reaction Database (ORD), a public repository of structured organic reaction records. Task: describe an organic reaction: reactants, conditions, products, and yield Reactants: BrBr (bromine), C(C)(C)C1=CC=C(C=C1)C1=NC2=C(N1CCOC)C(=CC(=C2)CC2=C(C=CC=C2)S(=O)C)OC (2-(4-isopropyl-phenyl)-5-(2-methanesulfinyl-benzyl)-7-methoxy-1-(2-methoxy-ethyl)-1H-benzoimidazole), CCOC(=O)C (EtOAc). Run in C(C)(=O)O (acetic acid). Reaction conditions: time 10 minute. Yields the product BrC1=C(C=C(C=2N(C(=NC21)C2=CC=C(C=C2)C(C)C)CCOC)OC)CC2=C(C=CC=C2)S(=O)C (4-Bromo-2-(4-isopropyl-phenyl)-5-(2-methanesulfinyl-benzyl)-7-methoxy-1-(2-methoxy-ethyl)-1H-benzoimidazole). The yield is 501.7%. Reaction SMILES: [Br:1]Br.[CH:3]([C:6]1[CH:11]=[CH:10][C:9]([C:12]2[N:16]([CH2:17][CH2:18][O:19][CH3:20])[C:15]3[C:21]([O:35][CH3:36])=[CH:22][C:23]([CH2:25][C:26]4[CH:31]=[CH:30][CH:29]=[CH:28][C:27]=4[S:32]([CH3:34])=[O:33])=[CH:24][C:14]=3[N:13]=2)=[CH:8][CH:7]=1)([CH3:5])[CH3:4].CCOC(C)=O>C(O)(=O)C>[Br:1][C:24]1[C:14]2[N:13]=[C:12]([C:9]3[CH:10]=[CH:11][C:6]([CH:3]([CH3:5])[CH3:4])=[CH:7][CH:8]=3)[N:16]([CH2:17][CH2:18][O:19][CH3:20])[C:15]=2[C:21]([O:35][CH3:36])=[CH:22][C:23]=1[CH2:25][C:26]1[CH:31]=[CH:30][CH:29]=[CH:28][C:27]=1[S:32]([CH3:34])=[O:33]. Reported procedure: 53 μl (0.122 mmol) bromine are added to a solution of 496 mg (1.03 mmol) 2-(4-isopropyl-phenyl)-5-(2-methanesulfinyl-benzyl)-7-methoxy-1-(2-methoxy-ethyl)-1H-benzoimidazole in 22 ml glacial acetic acid. The reaction mixture is stirred at room temperature for 10 min. Then 25 ml EtOAc are added and this solution is washed with 4N NaOH (2×), water and brine, dried over MgSO4, filtered and concentrated in vacuo. The residue is purified by flash-chromatography on silica gel (hexane:EtOAc=1:4) to affo...